Task: describe an organic reaction: reactants, conditions, products, and yield. Dataset: the Open Reaction Database (ORD), a public repository of structured organic reaction records Reactants: CC(=C)C1=CN(C=2N=CN=C(C21)N2CCC(CC2)NC(C2=CC=CC=C2)=O)S(=O)(=O)C2=CC=CC=C2 (N-{1-[5-(1-methylethenyl)-7-(phenylsulfonyl)-7H-pyrrolo[2,3-d]pyrimidin-4-yl]-4-piperidinyl}benzamide), C([O-])([O-])=O.[Cs+].[Cs+] (cesium carbonate). The solvent is C1CCOC1 (THF), CO (MeOH). Conditions: time 4 hour. The product is CC(=C)C1=CN=C2NC=NC(=C21)N2CCC(CC2)NC(C2=CC=CC=C2)=O (N-{1-[5-(1-Methylethenyl)-1H-pyrrolo[2,3-d]pyrimidin-4-yl]-4-piperidinyl}benzamide). Reaction SMILES: [CH3:1][C:2]([C:4]1[C:12]2[C:11]([N:13]3[CH2:18][CH2:17][CH:16]([NH:19][C:20](=[O:27])[C:21]4[CH:26]=[CH:25][CH:24]=[CH:23][CH:22]=4)[CH2:15][CH2:14]3)=[N:10][CH:9]=[N:8][C:7]=2[N:6](S(C2C=CC=CC=2)(=O)=O)[CH:5]=1)=[CH2:3].C(=O)([O-])[O-].[Cs+].[Cs+]>C1COCC1.CO>[CH3:3][C:2]([C:4]1[C:12]2[C:7]([NH:8][CH:9]=[N:10][C:11]=2[N:13]2[CH2:14][CH2:15][CH:16]([NH:19][C:20](=[O:27])[C:21]3[CH:22]=[CH:23][CH:24]=[CH:25][CH:26]=3)[CH2:17][CH2:18]2)=[N:6][CH:5]=1)=[CH2:1] |f:1.2.3|. Reported procedure: A mixture of N-{1-[5-(1-methylethenyl)-7-(phenylsulfonyl)-7H-pyrrolo[2,3-d]pyrimidin-4-yl]-4-piperidinyl}benzamide D8 (100 mg) and cesium carbonate (195 mg, 0.598 mmol) in THF (1.4 mL) and MeOH (0.7 mL) was stirred at room temperature for 4 hours. LCMS showed complete loss of starting material, but a few products were present. The mixture was partitioned between EtOAc (15 mL) and water (15 mL) and then the organic layer was washed with water (15 mL) and brine (15 mL) before it was dried (MgSO4),... The reactants are OOS(=O)[O-].[K+] (OXONE), OC1=CC=C(C(=O)OC)C=C1 (methyl 4-hydroxybenzoate), OC1=CC=C(C=O)C=C1 (4-hydroxybenzaldehyde), CCOC(=O)C (EtOAc). Solvent: CO (MeOH). Conditions: time 18 hour. Product: OC1=CC=C(C(=O)OC)C=C1 (methyl 4-hydroxybenzoate), OC1=CC=C(C=C1)O (4-hydroxyphenol). As a reaction SMILES: [OH:1][C:2]1[CH:11]=[CH:10][C:5]([C:6]([O:8][CH3:9])=[O:7])=[CH:4][CH:3]=1.[OH:12][C:13]1[CH:20]=[CH:19][C:16](C=O)=[CH:15][CH:14]=1.[OH:21]OS([O-])=O.[K+].CCOC(C)=O>CO>[OH:1][C:2]1[CH:3]=[CH:4][C:5]([C:6]([O:8][CH3:9])=[O:7])=[CH:10][CH:11]=1.[OH:21][C:16]1[CH:19]=[CH:20][C:13]([OH:12])=[CH:14][CH:15]=1 |f:2.3|. Procedure details: To prepare methyl 4-hydroxybenzoate, 4-hydroxybenzaldehyde (100 mg) was dissolved in MeOH (10 mL), and OXONE (0.503 g) was added and stirred at room temperature for 18 hours with the reaction having a final volume (11 mL). The reaction was monitored by TLC or GC analysis. EtOAc was added to extract the products and 1N HCl was used to dissolve the salts. The organic extract was washed with 1N HCl (30 mL×3) and brine (30 mL), dried over Na2SO4, and the solvent was removed under reduced pressure to... Reactants: C(C)(C)(C)OC(=O)N1[C@@H](CCC1)C(=O)O ((S)-Pyrrolidine-1,2-dicarboxylic acid 1-tert-butyl ester), C=1C=CC2=C(C1)N=NN2O (HOBT), C1(CC1)N (cyclopropylamine), CCN(C(C)C)C(C)C (DIPEA). The solvent is CN(C)C=O (DMF), C(CCl)Cl (EDC), C(O)([O-])=O.[Na+] (sodium hydrogen carbonate). Conditions: time 16 hour. Product: C(C)(C)(C)OC(=O)N1[C@@H](CCC1)C(NC1CC1)=O ((S)-2-Cyclopropylcarbamoyl-pyrrolidine-1-carboxylic acid tert-butyl ester). RXN SMILES: [C:1]([O:5][C:6]([N:8]1[CH2:12][CH2:11][CH2:10][C@H:9]1[C:13]([OH:15])=O)=[O:7])([CH3:4])([CH3:3])[CH3:2].C1C=C[C:19]2N(O)N=[N:22][C:20]=2[CH:21]=1.C1(N)CC1.CCN(C(C)C)C(C)C>CN(C=O)C.C(=O)([O-])O.[Na+].C(Cl)CCl>[C:1]([O:5][C:6]([N:8]1[CH2:12][CH2:11][CH2:10][C@H:9]1[C:13](=[O:15])[NH:22][CH:20]1[CH2:21][CH2:19]1)=[O:7])([CH3:2])([CH3:3])[CH3:4] |f:5.6|. Procedure details: To a solution of 10 g of (S)-Pyrrolidine-1,2-dicarboxylic acid 1-tert-butyl ester in 953 ml of DMF, 9.2 g of HOBT, 11.5 g of EDC, 3.4 g of cyclopropylamine and 13.8 g of DIPEA was added and the reaction mixture was stirred for 16 h at RT. Then, the reaction mixture was diluted with saturated aqueous sodium hydrogen carbonate solution and extracted with ethyl acetate. The organic phase was washed with saturated aqueous sodium hydrogen carbonate solution and water and dried over MgSO4. The solvent...